Dataset: the Open Reaction Database (ORD), a public repository of structured organic reaction records. Task: describe an organic reaction: reactants, conditions, products, and yield Product: ClC1=C(C=C(C=C1)OC1C2=C(CN(C1)C)OC=C2)[N+](=O)[O-] (4-(4-Chloro-3-nitrophenyloxy)-6-methyl-4,5,6,7-tetrahydrofuro[2,3-c]pyridine). The reactants are CN1CC2=C(C(C1)O)C=CO2 (6-methyl-4,5,6,7-tetrahydrofuro[2,3-c]pyridin-4-ol), ClC1=C(C=C(C=C1)F)[N+](=O)[O-] (2-chloro-5-fluoronitrobenzene). Procedure: The same method as in Example 1 was conducted using 6-methyl-4,5,6,7-tetrahydrofuro[2,3-c]pyridin-4-ol (Reference Example 1) instead of 6-methyl-4,5,6,7-tetrahydrothieno[2,3-c]pyridin-4-ol (Reference Example 6) and was conducted using 2-chloro-5-fluoronitrobenzene instead of 1-fluoronaphthalene to give the objective compound. Reaction SMILES: [CH3:1][N:2]1[CH2:7][CH:6]([OH:8])[C:5]2[CH:9]=[CH:10][O:11][C:4]=2[CH2:3]1.[Cl:12][C:13]1[CH:18]=[CH:17][C:16](F)=[CH:15][C:14]=1[N+:20]([O-:22])=[O:21]>>[Cl:12][C:13]1[CH:18]=[CH:17][C:16]([O:8][CH:6]2[CH2:7][N:2]([CH3:1])[CH2:3][C:4]3[O:11][CH:10]=[CH:9][C:5]2=3)=[CH:15][C:14]=1[N+:20]([O-:22])=[O:21]. Reactants: C([O-])([O-])=O.[K+].[K+] (Potassium carbonate), BrCC(=O)O.OCCN1C(C(CCC1=O)N1C(C2=CC=CC=C2C1=O)=O)=O (2-(1-(2-hydroxyethyl)-2,6-dioxopiperidin-3-yl)isoindolin-1,3-dione bromoacetate), C(C)NCC (Diethylamine). Solvent: CN(C)C=O (DMF). The product is C(C)N(CC(=O)O)CC.OCCN1C(C(CCC1=O)N1C(C2=CC=CC=C2C1=O)=O)=O (2-(1-(2-hydroxyethyl)-2,6-dioxopiperidin-3-yl)isoindolin-1,3-dione 2-(diethylamino)acetate). The yield is 63.7%. As a reaction SMILES: Br[CH2:2][C:3]([OH:5])=[O:4].[OH:6][CH2:7][CH2:8][N:9]1[C:14](=[O:15])[CH2:13][CH2:12][CH:11]([N:16]2[C:24](=[O:25])[C:23]3[C:18](=[CH:19][CH:20]=[CH:21][CH:22]=3)[C:17]2=[O:26])[C:10]1=[O:27].C(=O)([O-])[O-].[K+].[K+].C(NCC)C>CN(C=O)C>[CH2:8]([N:9]([CH2:10][CH3:11])[CH2:2][C:3]([OH:5])=[O:4])[CH3:7].[OH:6][CH2:7][CH2:8][N:9]1[C:14](=[O:15])[CH2:13][CH2:12][CH:11]([N:16]2[C:17](=[O:26])[C:18]3[C:23](=[CH:22][CH:21]=[CH:20][CH:19]=3)[C:24]2=[O:25])[C:10]1=[O:27] |f:0.1,2.3.4,7.8|. Reported procedure: 2-(1-(2-hydroxyethyl)-2,6-dioxopiperidin-3-yl)isoindolin-1,3-dione bromoacetate (409 mg) was dissolved in DMF (10 mL). Potassium carbonate powder (800 mg) was added. Diethylamine solution (0.4 mL) was added dropwise while stirring. The reaction mixture was stirred for 24 hrs at room temperature. The solvent and the residual diethylamine were removed by rotary evaporation in vacuo. The resultant solid mixture was subjected to silica gel column chromatography (eluted with acetic ether:petroleum et...